Dataset: the Open Reaction Database (ORD), a public repository of structured organic reaction records. Task: describe an organic reaction: reactants, conditions, products, and yield The reactants are ClC=1C=C(C2=C(N=C(O2)C2=C(C=CC=C2)Cl)C1)C#CCO (5-chloro-2-(2-chlorophenyl)-7-(3-hydroxy-1-propynyl)-benzoxazole), [H][H] (hydrogen). The reagents and catalysts are [Ni] (Raney-nickel). Solvent: C(C)(=O)OCC (ethyl acetate). The product is ClC=1C=C(C2=C(N=C(O2)C2=C(C=CC=C2)Cl)C1)CCCO (5-Chloro-2-(2-chlorophenyl)-7-(3-hydroxy-propyl)-benzoxazole). Reaction SMILES: [Cl:1][C:2]1[CH:3]=[C:4]([C:18]#[C:19][CH2:20][OH:21])[C:5]2[O:9][C:8]([C:10]3[CH:15]=[CH:14][CH:13]=[CH:12][C:11]=3[Cl:16])=[N:7][C:6]=2[CH:17]=1.[H][H]>C(OCC)(=O)C.[Ni]>[Cl:1][C:2]1[CH:3]=[C:4]([CH2:18][CH2:19][CH2:20][OH:21])[C:5]2[O:9][C:8]([C:10]3[CH:15]=[CH:14][CH:13]=[CH:12][C:11]=3[Cl:16])=[N:7][C:6]=2[CH:17]=1. Procedure details: A suspension of 11.07 g (34.8 mmol) of 5-chloro-2-(2-chlorophenyl)-7-(3-hydroxy-1-propynyl)-benzoxazole in 120 ml of ethyl acetate was treated with 3.70 g of neutral Raney-nickel. After the hydrogen uptake ceased, the nickel was filtered off and washed, and the solution evaporated in vacuo. Crystallization from dichloromethane/di-isopropyl ether gave the title compound in two crops (6.12 g (54.6%) and 1.61 g (14.4%)), mp 82-4° C. RXN SMILES: [CH3:1][CH2:2][CH2:3][CH2:4][CH2:5][C@H:6](O)/[CH:7]=[CH:8]/[C@@H:9]1[C@@H:13]([CH2:14]/[CH:15]=[CH:16]\[CH2:17][CH2:18][CH2:19][C:20](O)=O)[C@H:12]2O[O:24][C@@H:10]1[CH2:11]2.C(O)(=O)CC(CC(O)=O)(C(O)=O)O>CCOCC>[CH3:20][CH2:19][CH2:18][CH2:17][CH2:16][CH2:15][CH2:14][C@@H:13]1[C@@H:9]([CH2:8][CH2:7][CH2:6][CH2:5][CH2:4][CH2:3][CH2:2][CH3:1])[O:24][CH2:10][CH2:11][CH2:12]1. The solvent is CCOCC (ether). The reactants are C(CC(O)(C(=O)O)CC(=O)O)(=O)O (citric acid), CCCCC[C@@H](/C=C/[C@H]1[C@H]2C[C@@H]([C@@H]1C/C=C\CCCC(=O)O)OO2)O (PGH2). Procedure details: To a 12×75 mm tube containing [1-14C] PGH2 (2 μg, 0.01 μCi or 0.05 μCi) and inhibitor (1 mM final assay concentration, in 10 μl of ethanol) in 225 μl of phosphate buffer (0.1M, pH 7.5), was added to an aliquot of guinea pig lung microsomes (25 μl, containing 400 μg protein) or an aliquot of human platelet microsomes (25 μl, containing ≅130 g protein). The solution was incubated in a 22° water bath for 2 min.; ether (1 ml) and citric acid (25 μMoles) were added, and the tube plunged into an aceto... Product: CCCCCCC[C@H]1CCCO[C@@H]1CCCCCCCC (Thromboxane). The reactants are COc1ccc(C(Nc2ccc(C#N)cc2)C(CCC(O[Si](C)(C)C(C)(C)C)c2ccc(F)cc2)C(=O)N2C(=O)OCC2c2ccccc2)cc1, CCCC[N+](CCCC)(CCCC)CCCC, CC(=O)O, COC(C)(C)C, [F-], C1CCOC1. Product: COc1ccc(C2C(CCC(O[Si](C)(C)C(C)(C)C)c3ccc(F)cc3)C(=O)N2c2ccc(C#N)cc2)cc1. RXN SMILES: [C:1]([CH3:2])([CH3:3])([CH3:4])[Si:5]([O:6][CH:7]([CH2:8][CH2:9][CH:10]([CH:11]([c:12]1[cH:13][cH:14][c:15]([O:18][CH3:19])[cH:16][cH:17]1)[NH:20][c:21]1[cH:22][cH:23][c:24]([C:25]#[N:26])[cH:27][cH:28]1)[C:29](=[O:30])[N:31]1[CH:32]([c:33]2[cH:34][cH:35][cH:36][cH:37][cH:38]2)[CH2:39][O:40][C:41]1=[O:42])[c:43]1[cH:44][cH:45][c:46]([F:49])[cH:47][cH:48]1)([CH3:50])[CH3:51].[CH3:53][CH2:54][CH2:55][CH2:56][N+:57]([CH2:58][CH2:59][CH2:60][CH3:61])([CH2:62][CH2:63][CH2:64][CH3:65])[CH2:66][CH2:67][CH2:68][CH3:69].[CH3:70][C:71](=[O:72])[OH:73].[CH3:74][O:75][C:76]([CH3:77])([CH3:78])[CH3:79].[F-:52].[O:80]1[CH2:81][CH2:82][CH2:83][CH2:84]1>>[C:1]([CH3:2])([CH3:3])([CH3:4])[Si:5]([O:6][CH:7]([CH2:8][CH2:9][CH:10]1[CH:11]([c:12]2[cH:13][cH:14][c:15]([O:18][CH3:19])[cH:16][cH:17]2)[N:20]([c:21]2[cH:22][cH:23][c:24]([C:25]#[N:26])[cH:27][cH:28]2)[C:29]1=[O:30])[c:43]1[cH:44][cH:45][c:46]([F:49])[cH:47][cH:48]1)([CH3:50])[CH3:51]. Starting materials: Cc1c(C(=O)OC(C)(C)C)[nH]c2c1C(=O)N(CCN1CCCC1)CCC2, CCOC(OCC)OCC, ClCCl, [Na+], [OH-], O, O=C(O)C(F)(F)F. Yields the product Cc1c(C=O)[nH]c2c1C(=O)N(CCN1CCCC1)CCC2. RXN SMILES: [C:1]([CH3:3])([CH3:4])([O:5][C:6](=[O:2])[c:8]1[c:9]([CH3:26])[c:10]2[c:16]([nH:17]1)[CH2:15][CH2:14][CH2:13][N:12]([CH2:18][CH2:19][N:20]1[CH2:21][CH2:22][CH2:23][CH2:24]1)[C:11]2=[O:25])[CH3:7].[CH2:34]([O:35][CH:36]([O:37][CH2:38][CH3:39])[O:40][CH2:41][CH3:42])[CH3:43].[Cl:46][CH2:47][Cl:48].[Na+:45].[OH-:44].[OH2:49].[OH:27][C:28]([C:29]([F:30])([F:31])[F:32])=[O:33]>>[O:5]=[CH:6][c:8]1[c:9]([CH3:26])[c:10]2[c:16]([nH:17]1)[CH2:15][CH2:14][CH2:13][N:12]([CH2:18][CH2:19][N:20]1[CH2:21][CH2:22][CH2:23][CH2:24]1)[C:11]2=[O:25]. Starting materials: C(C)NC(CN1CC2=C(CC1)C1=C(OC2=O)C=C(C=C1)C)C (3-[2-(ethylamino)propyl]-1,2,3,4-tetrahydro-8-methyl-5H-[1]benzopyrano[3,4-c]pyridin-5-one), [BH4-].[Na+] (sodium borohydride), C(C)(=O)O (acetic acid). Yields the product C(C)N(C(CN1CC2=C(CC1)C1=C(OC2=O)C=C(C=C1)C)C)CC (3-[2-(Diethylamino)propyl]-1,2,3,4-tetrahydro-8-methyl-5H-[1]benzopyrano[3,4-c]pyridin-5-one). RXN SMILES: [CH2:1]([NH:3][CH:4]([CH3:22])[CH2:5][N:6]1[CH2:11][CH2:10][C:9]2[C:12]3[CH:20]=[CH:19][C:18]([CH3:21])=[CH:17][C:13]=3[O:14][C:15](=[O:16])[C:8]=2[CH2:7]1)[CH3:2].[BH4-].[Na+].[C:25](O)(=O)[CH3:26]>>[CH2:1]([N:3]([CH2:25][CH3:26])[CH:4]([CH3:22])[CH2:5][N:6]1[CH2:11][CH2:10][C:9]2[C:12]3[CH:20]=[CH:19][C:18]([CH3:21])=[CH:17][C:13]=3[O:14][C:15](=[O:16])[C:8]=2[CH2:7]1)[CH3:2] |f:1.2|. Procedure details: Prepared by the method described for Example 59 from 3-[2-(ethylamino)propyl]-1,2,3,4-tetrahydro-8-methyl-5H-[1]benzopyrano[3,4-c]pyridin-5-one (3.0 g, 0.010 moles), glacial acetic acid (20 ml), and sodium borohydride (2.3 g, 0.061 moles). Recrystallization from ethanol gave the product (2.0 g) as the dihydrochloride, mp 254° C. (dec.). Reactants: [Al+3], O=C(Cl)c1ccccc1, Cc1ccccc1, [Cl-], [Cl-], [Cl-], Clc1ccccc1Cl, O. Yields the product O=C(c1ccccc1)c1ccc(Cl)c(Cl)c1. RXN SMILES: [Al+3:11].[C:1]([c:2]1[cH:3][cH:4][cH:5][cH:6][cH:7]1)(=[O:8])[Cl:9].[CH3:23][c:24]1[cH:25][cH:26][cH:27][cH:28][cH:29]1.[Cl-:10].[Cl-:12].[Cl-:13].[Cl:14][c:15]1[c:16]([Cl:21])[cH:17][cH:18][cH:19][cH:20]1.[OH2:22]>>[C:1]([c:2]1[cH:3][cH:4][cH:5][cH:6][cH:7]1)(=[O:8])[c:19]1[cH:18][cH:17][c:16]([Cl:21])[c:15]([Cl:14])[cH:20]1.